Task: describe an organic reaction: reactants, conditions, products, and yield. Dataset: the Open Reaction Database (ORD), a public repository of structured organic reaction records Reactants: FCCN1C=C(C(C2=CC(=C(C(=C12)F)F)F)=O)C(=O)O (1-(2-Fluoroethyl)-6,7,8-trifluoro-1,4-dihydro-4-oxoquinoline-3-carboxylic acid), Br.Br.C1=2CNCC2CNC1 (3,7-diazabicyclo [3.3.0]oct-1(5)-ene dihydrobromide), N12CCCCCC2=NCCC1 (1,8-diazabicyclo [5.4.0]undec-7-ene). Run in C(C)#N (acetonitrile). Conditions: time 8 hour. Yields the product FC=1C=C2C(C(=CN(C2=C(C1N1CC=2CNCC2C1)F)CCF)C(=O)O)=O (6,8-difluoro-7-[3,7-diazabicyclo[3.3.0]oct-1(5)-en-3-yl]-1-(2-fluoroethyl)-1,4-dihydro-4-oxoquinoline-3-carboxylic acid). The yield is 76.2%. RXN SMILES: [F:1][CH2:2][CH2:3][N:4]1[C:13]2[C:8](=[CH:9][C:10]([F:16])=[C:11](F)[C:12]=2[F:14])[C:7](=[O:17])[C:6]([C:18]([OH:20])=[O:19])=[CH:5]1.Br.Br.[C:23]12[CH2:30][NH:29][CH2:28][C:27]=1[CH2:26][NH:25][CH2:24]2.N12CCCN=C1CCCCC2>C(#N)C>[F:16][C:10]1[CH:9]=[C:8]2[C:13](=[C:12]([F:14])[C:11]=1[N:25]1[CH2:26][C:27]3[CH2:28][NH:29][CH2:30][C:23]=3[CH2:24]1)[N:4]([CH2:3][CH2:2][F:1])[CH:5]=[C:6]([C:18]([OH:20])=[O:19])[C:7]2=[O:17] |f:1.2.3|. Procedure details: 1-(2-Fluoroethyl)-6,7,8-trifluoro-1,4-dihydro-4-oxoquinoline-3-carboxylic acid (0.29 g), 3,7-diazabicyclo [3.3.0]oct-1(5)-ene dihydrobromide (0.33 g) and 1,8-diazabicyclo [5.4.0]undec-7-ene (DBU, 0.46 g) were dissolved in acetonitrile (15 ml) and refluxed for 3 hours. The reaction mixture was kept at room temperature overnight and the precipitate was collected by filtration, washed with acetonitrile and methanol to give the title compound (0.29 g, yield 76%). Starting materials: C(C)(C)(C)OC(=O)N[C@@H](C=O)CC1=CC=CC=C1 ((R)-2-(N-t-butoxycarbonylamino)-3-phenyl-propan-1-one), OC1CCNCC1 (4-hydroxypiperidine). Product: C(C)(C)(C)OC(=O)N[C@@H](C(=O)N1CCC(CC1)O)CC1=CC=CC=C1 ((R)-2-(N-t-butoxycarbonylamino)-1-(4-hydroxy-piperidin-1-yl)-3-phenyl-propan-1-one). RXN SMILES: [C:1]([O:5][C:6]([NH:8][C@H:9]([CH2:12][C:13]1[CH:18]=[CH:17][CH:16]=[CH:15][CH:14]=1)[CH:10]=[O:11])=[O:7])([CH3:4])([CH3:3])[CH3:2].[OH:19][CH:20]1[CH2:25][CH2:24][NH:23][CH2:22][CH2:21]1>>[C:1]([O:5][C:6]([NH:8][C@H:9]([CH2:12][C:13]1[CH:14]=[CH:15][CH:16]=[CH:17][CH:18]=1)[C:10]([N:23]1[CH2:24][CH2:25][CH:20]([OH:19])[CH2:21][CH2:22]1)=[O:11])=[O:7])([CH3:4])([CH3:2])[CH3:3]. Procedure details: (R)-2-(N-t-butoxycarbonylamino)-3-phenyl-propan-1-one (14 mmol) and 4-hydroxypiperidine (21.5 mmol) were coupled according to Procedure A (0-25° C. reaction temperature, washed with acid first then base) and the product used without further purification. Yield 4.7 g, 94%; HPLC (60/40) 3.52 minutes (98%). Starting materials: BrC=1C=CC(=C(C1)CC(=O)O)F ((5-bromo-2-fluoro-phenyl)-acetic acid), Cl (HCl), CO (MeOH). Solvent: O1CCOCC1 (1,4-dioxane). Conditions: temperature 90 celsius, time 2 hour. Yields the product COC(CC1=C(C=CC(=C1)Br)F)=O ((5-Bromo-2-fluoro-phenyl)-acetic acid methyl ester). As a reaction SMILES: [Br:1][C:2]1[CH:3]=[CH:4][C:5]([F:12])=[C:6]([CH2:8][C:9]([OH:11])=[O:10])[CH:7]=1.Cl.[CH3:14]O>O1CCOCC1>[CH3:14][O:10][C:9](=[O:11])[CH2:8][C:6]1[CH:7]=[C:2]([Br:1])[CH:3]=[CH:4][C:5]=1[F:12]. Procedure: To a solution of (5-bromo-2-fluoro-phenyl)-acetic acid (2.3 mmol) in MeOH (15 mL) was added 4N HCl in 1,4-dioxane (2 mL), and the reaction was stirred at 90° C. for 2 hours. The mixture was concentrated, and the residue was purified by silica gel chromatography to give the title compound. The reactants are C[Mg]Cl (MeMgCl), CC1=C(C(=CC(=C1)C)C)C(C)=O (1-(2,4,6-trimethyl-phenyl)-ethanone), LaCl3. The product is CC1=C(C(=CC(=C1)C)C)C(C)(C)O (2-(2,4,6-trimethyl-phenyl)-propan-2-ol). RXN SMILES: [CH3:1][Mg]Cl.[CH3:4][C:5]1[CH:10]=[C:9]([CH3:11])[CH:8]=[C:7]([CH3:12])[C:6]=1[C:13](=[O:15])[CH3:14]>>[CH3:4][C:5]1[CH:10]=[C:9]([CH3:11])[CH:8]=[C:7]([CH3:12])[C:6]=1[C:13]([OH:15])([CH3:1])[CH3:14]. Procedure details: According to Example 2, MeMgCl (2.9 M; 0.76 mL, 2.2 mmol, 1.10 equiv) was reacted with 1-(2,4,6-trimethyl-phenyl)-ethanone (324 mg, 2.00 mmol) in the presence of LaCl3.2LiCl (0.33 M; 6.06 mL, 2.00 mmol, 1.00 equiv). Column chromatographical purification (silica; pentane:Et2O 9:1) afforded the desired product as colorless, crystalline solid, mp=106−107° C. (217 mg, 61%). The reactants are CC1(OC(CC1=CC(=O)OC)C)C(=O)OC(C)(C)C (2,5-Dimethyl-3-methoxycarbonylmethylene-2-tetrahydrofuroic acid, t-butyl ester), [H][H] (hydrogen). Solvent: C(C)(=O)OCC (ethyl acetate), CO (methanol). The product is CC1(OC(CC1CC(=O)OC)C)C(=O)O (2,5-Dimethyl-3-methoxycarbonylmethyl-2-tetrahydrofuroic Acid). Yield: 93.8%. RXN SMILES: [CH3:1][C:2]1([C:13]([O:15]C(C)(C)C)=[O:14])[C:6](=[CH:7][C:8]([O:10][CH3:11])=[O:9])[CH2:5][CH:4]([CH3:12])[O:3]1.[H][H]>C(OCC)(=O)C.CO>[CH3:1][C:2]1([C:13]([OH:15])=[O:14])[CH:6]([CH2:7][C:8]([O:10][CH3:11])=[O:9])[CH2:5][CH:4]([CH3:12])[O:3]1. Reported procedure: 2,5-Dimethyl-3-methoxycarbonylmethylene-2-tetrahydrofuroic acid, t-butyl ester (28 mg, obtained from Step A) was dissolved in 0.25 mL of ethyl acetate and 0.25 mL of methanol. This mixture was hydrogenated under a balloon of hydrogen at room temperature for 1.25 h. The reaction mixture was filtered over a pad of celite, and the crude product obtained after removal of volatiles was purified via a silica gel SepPak, providing 21 mg of the desired compound cleanly (75% yield), homogeneous by TLC (R... Starting materials: [N+](=O)([O-])C=1C=C(C(=O)C2=CC=CC=C2)C=CC1N1CCOCC1 (3-nitro-4-morpholinobenzophenone). Solvent: C(C)(=O)OCC (ethyl acetate). Product: NC=1C=C(C(=O)C2=CC=CC=C2)C=CC1N1CCOCC1 (3-amino-4-morpholinobenzophenone). Reaction SMILES: [N+:1]([C:4]1[CH:5]=[C:6]([CH:15]=[CH:16][C:17]=1[N:18]1[CH2:23][CH2:22][O:21][CH2:20][CH2:19]1)[C:7]([C:9]1[CH:14]=[CH:13][CH:12]=[CH:11][CH:10]=1)=[O:8])([O-])=O>C(OCC)(=O)C>[NH2:1][C:4]1[CH:5]=[C:6]([CH:15]=[CH:16][C:17]=1[N:18]1[CH2:19][CH2:20][O:21][CH2:22][CH2:23]1)[C:7]([C:9]1[CH:10]=[CH:11][CH:12]=[CH:13][CH:14]=1)=[O:8]. Procedure: A solution of 9.37 g. of 3-nitro-4-morpholinobenzophenone in 196 ml. of ethyl acetate is reduced as described in Examples 1 or 2. 8.26 g. of 3-amino-4-morpholinobenzophenone are obtained; m.p.: 138° C. The reactants are CC(C)CCON=O, ClC(Cl)Cl, [I-], Cc1nc(C(F)(F)F)ccc1N. Product: Cc1nc(C(F)(F)F)ccc1I. As a reaction SMILES: [CH3:13][CH:14]([CH2:15][CH2:16][O:17][N:18]=[O:19])[CH3:20].[Cl:22][CH:23]([Cl:24])[Cl:25].[I-:21].[NH2:1][c:2]1[c:3]([CH3:12])[n:4][c:5]([C:8]([F:9])([F:10])[F:11])[cH:6][cH:7]1>>[c:2]1([I:21])[c:3]([CH3:12])[n:4][c:5]([C:8]([F:9])([F:10])[F:11])[cH:6][cH:7]1. Starting materials: CNC(=O)C1CN(C(C1)=O)CC1=CC=CC=C1 (N-methyl-5-oxo-1-(phenylmethyl)-3-pyrrolidinecarboxamide), [H-].[Al+3].[Li+].[H-].[H-].[H-] (lithium aluminum hydride), O (water), [OH-].[Na+] (sodium hydroxide), O (water). Run in tetrafuran, O1CCCC1 (tetrahydrofuran). Yields the product CNCC1CN(CC1)CC1=CC=CC=C1 (N-methyl-1-(phenylmethyl)-3-pyrrolidinemethanamine). Yield: 88.5%. As a reaction SMILES: [H-].[Al+3].[Li+].[H-].[H-].[H-].[CH3:7][NH:8][C:9]([CH:11]1[CH2:15][C:14](=O)[N:13]([CH2:17][C:18]2[CH:23]=[CH:22][CH:21]=[CH:20][CH:19]=2)[CH2:12]1)=O.O.[OH-].[Na+]>O1CCCC1>[CH3:7][NH:8][CH2:9][CH:11]1[CH2:15][CH2:14][N:13]([CH2:17][C:18]2[CH:19]=[CH:20][CH:21]=[CH:22][CH:23]=2)[CH2:12]1 |f:0.1.2.3.4.5,8.9|. Procedure details: To a suspension of 37.40 g (1.00 mole) lithium aluminum hydride in 1000 ml tetrahydrofuran, was added a solution of 88.3 g (0.380 mole) of N-methyl-5-oxo-1-(phenylmethyl)-3-pyrrolidinecarboxamide in tetrafuran dropwise under nitrogen. The reaction was then refluxed overnight. The reaction flask was cooled in an ice bath and 37.4 ml of water, 37.4 ml of 15% sodium hydroxide and 112.2 ml of water were added. The precipitated solids were filtered and washed with hot ethanol. The combined filtrates ... The reactants are C(CCCCCCCCC)C=1C=C2C=C(C(=CC2=CC1)OC)SC (6-decyl-3-methylthio-2-methoxynaphthalene), B(Br)(Br)Br (BBr3), Ice. Solvent: ClCCl (dichloromethane), ClCCl (dichloromethane). Reaction conditions: time 12 hour. The product is C(CCCCCCCCC)C=1C=C2C=C(C(=CC2=CC1)O)SC (6-decyl-3-methylthio-2-hydroxynaphthalene). Isolated yield 67.6%. Reaction SMILES: [CH2:1]([C:11]1[CH:12]=[C:13]2[C:18](=[CH:19][CH:20]=1)[CH:17]=[C:16]([O:21]C)[C:15]([S:23][CH3:24])=[CH:14]2)[CH2:2][CH2:3][CH2:4][CH2:5][CH2:6][CH2:7][CH2:8][CH2:9][CH3:10].B(Br)(Br)Br>ClCCl>[CH2:1]([C:11]1[CH:12]=[C:13]2[C:18](=[CH:19][CH:20]=1)[CH:17]=[C:16]([OH:21])[C:15]([S:23][CH3:24])=[CH:14]2)[CH2:2][CH2:3][CH2:4][CH2:5][CH2:6][CH2:7][CH2:8][CH2:9][CH3:10]. Reported procedure: A dichloromethane (50 ml) solution of 6-decyl-3-methylthio-2-methoxynaphthalene (compound (4)-64) (28 g, 81 mmol) was added to a dichloromethane solution of BBr3 (ca.2 M 70 ml, 140 mmol) at −78° C. The solution was stirred at room temperature for 12 hours. Ice (approximately 20 g) was added to the mixture. The reaction solution was extracted with dichloromethane (20 ml×3). The organic layers obtained by repeating the extraction three times were collected, washed with saturated saline water (30 m...